Dataset: the Open Reaction Database (ORD), a public repository of structured organic reaction records. Task: describe an organic reaction: reactants, conditions, products, and yield Starting materials: BrC=1C=C(C=CC1)C1C(CCC(N1)=O)=O (6-(3-bromo-phenyl)-piperidin-2,5-dione), Cl.NO (hydroxylamine hydrochloride). The solvent is N1=CC=CC=C1 (pyridine). Yields the product BrC=1C=C(C=CC1)C1C(CCC(N1)=O)=NO (6-(3-Bromo-phenyl)-piperidin-2,5-dione 5-oxime). The yield is 86.5%. Reaction SMILES: [Br:1][C:2]1[CH:3]=[C:4]([CH:8]2[NH:13][C:12](=[O:14])[CH2:11][CH2:10][C:9]2=O)[CH:5]=[CH:6][CH:7]=1.Cl.[NH2:17][OH:18]>N1C=CC=CC=1>[Br:1][C:2]1[CH:3]=[C:4]([CH:8]2[NH:13][C:12](=[O:14])[CH2:11][CH2:10][C:9]2=[N:17][OH:18])[CH:5]=[CH:6][CH:7]=1 |f:1.2|. Procedure: A mixture of 6-(3-bromo-phenyl)-piperidin-2,5-dione (38.2 g) and hydroxylamine hydrochloride (19.8 g) in pyridine (300 ml) was stirred at room temperature under nitrogen. After 4 h the mixture was evaporated in vacuo. The crude mixture was partitioned between chloroform (200 ml) and water (200 ml) then was basified by the addition of 8% sodium bicarbonate solution (~300 ml). The mixture was extracted with chloroform (300 ml×2). The combined organic extracts were washed with saturated brine and e... The reactants are NC1CCCC1, CC1(C)OC(C)(C)c2c1sc(NC(=O)c1c(F)cccc1C(F)(F)F)c2C(=O)O. Product: CC1(C)OC(C)(C)c2c1sc(NC(=O)c1c(F)cccc1C(F)(F)F)c2C(=O)NC1CCCC1. As a reaction SMILES: [CH:30]1([NH2:35])[CH2:31][CH2:32][CH2:33][CH2:34]1.[F:1][c:2]1[c:3]([C:4](=[O:5])[NH:6][c:7]2[c:8]([C:19](=[O:20])[OH:21])[c:9]3[c:10]([s:18]2)[C:11]([CH3:16])([CH3:17])[O:12][C:13]3([CH3:14])[CH3:15])[c:22]([C:26]([F:27])([F:28])[F:29])[cH:23][cH:24][cH:25]1>>[F:1][c:2]1[c:3]([C:4](=[O:5])[NH:6][c:7]2[c:8]([C:19](=[O:21])[NH:35][CH:30]3[CH2:31][CH2:32][CH2:33][CH2:34]3)[c:9]3[c:10]([s:18]2)[C:11]([CH3:16])([CH3:17])[O:12][C:13]3([CH3:14])[CH3:15])[c:22]([C:26]([F:27])([F:28])[F:29])[cH:23][cH:24][cH:25]1. The reactants are O=C(OO)c1cccc(Cl)c1, COc1cc(Cl)nnc1Oc1c(C)cccc1C, ClCCl, [Na+], [Na+], O=S([O-])[O-]. Yields the product COc1cc(Cl)[n+]([O-])nc1Oc1c(C)cccc1C. Reaction SMILES: [Cl:19][c:20]1[cH:21][cH:22][cH:23][c:24]([C:25]([O:26][OH:28])=[O:27])[cH:29]1.[Cl:1][c:2]1[cH:3][c:4]([O:17][CH3:18])[c:5]([O:8][c:9]2[c:10]([CH3:16])[cH:11][cH:12][cH:13][c:14]2[CH3:15])[n:6][n:7]1.[Cl:36][CH2:37][Cl:38].[Na+:34].[Na+:35].[S:30]([O-:31])([O-:32])=[O:33]>>[Cl:1][c:2]1[cH:3][c:4]([O:17][CH3:18])[c:5]([O:8][c:9]2[c:10]([CH3:16])[cH:11][cH:12][cH:13][c:14]2[CH3:15])[n:6][n+:7]1[O-:27]. The reactants are ClCC(=O)NC=1C=NC=C(C1)F (2-Chloro-N-(5-fluoro-pyridin-3-yl)-acetamide), N12C[C@@H](C(CC1)CC2)OC(=O)C2(CCCCCC2)C2=CC=CC=C2 (1-phenyl-cycloheptanecarboxylic acid (R)-(1-aza-bicyclo[2.2.2]oct-3-yl) ester). Run in C(C)#N (acetonitrile). Conditions: time 24 hour. Product: [Cl-].FC=1C=C(C=NC1)NC(=O)C[N+]12C[C@@H](C(CC1)CC2)OC(=O)C2(CCCCCC2)C2=CC=CC=C2 ((R)-1-[(5-Fluoro-pyridin-3-ylcarbamoyl)-methyl]-3-(1-phenyl-cycloheptanecarbonyloxy)-1-azonia-bicyclo[2.2.2]octane chloride). The yield is 35.5%. RXN SMILES: [Cl:1][CH2:2][C:3]([NH:5][C:6]1[CH:7]=[N:8][CH:9]=[C:10]([F:12])[CH:11]=1)=[O:4].[N:13]12[CH2:20][CH2:19][CH:16]([CH2:17][CH2:18]1)[C@@H:15]([O:21][C:22]([C:24]1([C:31]3[CH:36]=[CH:35][CH:34]=[CH:33][CH:32]=3)[CH2:30][CH2:29][CH2:28][CH2:27][CH2:26][CH2:25]1)=[O:23])[CH2:14]2>C(#N)C>[Cl-:1].[F:12][C:10]1[CH:11]=[C:6]([NH:5][C:3]([CH2:2][N+:13]23[CH2:20][CH2:19][CH:16]([CH2:17][CH2:18]2)[C@@H:15]([O:21][C:22]([C:24]2([C:31]4[CH:32]=[CH:33][CH:34]=[CH:35][CH:36]=4)[CH2:30][CH2:29][CH2:28][CH2:27][CH2:26][CH2:25]2)=[O:23])[CH2:14]3)=[O:4])[CH:7]=[N:8][CH:9]=1 |f:3.4|. Reported procedure: 2-Chloro-N-(5-fluoro-pyridin-3-yl)-acetamide (Example 28a) (53 mg) was added to a solution of 1-phenyl-cycloheptanecarboxylic acid (R)-(1-aza-bicyclo[2.2.2]oct-3-yl) ester (Example 14e) (84 mg) in acetonitrile (2 mL). The reaction mixture was allowed to stir at room temperature for 24 h. The solid was filtered off and dried under vacuum at 40° C. to give the title compound (47 mg, 35%) as a white solid. The reactants are N1CCC(CC1)C1=CC=C(C(=O)NC2=C(C=CC=C2)NC(OC(C)(C)C)=O)C=C1 (tert-Butyl 2-[(4-piperidin-4-ylbenzoyl)amino]phenylcarbamate), C(C)C1=NNC=C1C=O (3-ethyl-1H-pyrazole-4-carbaldehyde), C(C)(=O)O[BH-](OC(C)=O)OC(C)=O.[Na+] (Sodium triacetoxyborohydride). Run in ClCCl (dichloromethane). Reaction conditions: time 24 hour. The product is NC1=C(C=CC=C1)NC(C1=CC=C(C=C1)C1CCN(CC1)CC=1C(=NNC1)CC)=O (N-(2-Aminophenyl)-4-{1-[(3-ethyl-1H-pyrazol-4-yl)methyl]piperidin-4-yl}benzamide). As a reaction SMILES: [NH:1]1[CH2:6][CH2:5][CH:4]([C:7]2[CH:29]=[CH:28][C:10]([C:11]([NH:13][C:14]3[CH:19]=[CH:18][CH:17]=[CH:16][C:15]=3[NH:20]C(=O)OC(C)(C)C)=[O:12])=[CH:9][CH:8]=2)[CH2:3][CH2:2]1.[CH2:30]([C:32]1[C:36]([CH:37]=O)=[CH:35][NH:34][N:33]=1)[CH3:31].C(O[BH-](OC(=O)C)OC(=O)C)(=O)C.[Na+]>ClCCl>[NH2:20][C:15]1[CH:16]=[CH:17][CH:18]=[CH:19][C:14]=1[NH:13][C:11](=[O:12])[C:10]1[CH:28]=[CH:29][C:7]([CH:4]2[CH2:3][CH2:2][N:1]([CH2:37][C:36]3[C:32]([CH2:30][CH3:31])=[N:33][NH:34][CH:35]=3)[CH2:6][CH2:5]2)=[CH:8][CH:9]=1 |f:2.3|. Procedure details: tert-Butyl 2-[(4-piperidin-4-ylbenzoyl)amino]phenylcarbamate (prepared as described in Method 1 below; 395 mg, 1.0 mmol) and 3-ethyl-1H-pyrazole-4-carbaldehyde (149 mg, 1.2 mmol) were stirred at ambient temperature in dichloromethane (10 ml) for 1 hour. Sodium triacetoxyborohydride (297 mg, 1.4 mmol) was added and the mixture stirred at ambient temperature for 24 hours. The resulting solution was absorbed onto an SCX-2 column which was washed with methanol (2 column volumes) and then the product... Reported procedure: A mixture of 14.99g of 2-chloro-5-(chloromethyl) pyridine, 63.01g of 25% ammonia water and 60ml of acetonitrile in a stainless steel autoclave was stirred for 2 hours in an oil bath of 80° C. After adding 12.3g of 30% sodium hydroxide aqueous solution, the reaction mixture was concentrated. The residue to which 200ml of ethanol were added was dried over anhydrous magnesium sulfate and, filtered to remove insoluble materials. The filtrate was concentrated and purified by a column chromatography [... RXN SMILES: [Cl:1][C:2]1[CH:7]=[CH:6][C:5]([CH2:8]Cl)=[CH:4][N:3]=1.O.[NH3:11].[OH-].[Na+]>C(#N)C>[NH2:11][CH2:8][C:5]1[CH:6]=[CH:7][C:2]([Cl:1])=[N:3][CH:4]=1 |f:1.2,3.4|. The reactants are [OH-].[Na+] (sodium hydroxide), ClC1=NC=C(C=C1)CCl (2-chloro-5-(chloromethyl) pyridine), O.N (ammonia water), stainless steel. Product: NCC=1C=CC(=NC1)Cl (5-(aminomethyl)-2- chloropyridine). Conditions: temperature 80 celsius, time 2 hour. Run in C(C)#N (acetonitrile). Isolated yield 58.1%. Reactants: ClC=1C=C2C(=C(C=NC2=CC1)[N+](=O)[O-])O (6-Chloro-3-nitroquinolin-4-ol), ClC=1C=C2C(=C(C=NC2=CC1)[N+](=O)[O-])O (6-Chloro-3-nitroquinolin-4-ol), O=P(Cl)(Cl)Cl (POCl3), ice water. The product is ClC1=C(C=NC2=CC=C(C=C12)Cl)[N+](=O)[O-] (4,6-Dichloro-3-nitroquinoline). RXN SMILES: [Cl:1][C:2]1[CH:3]=[C:4]2[C:9](=[CH:10][CH:11]=1)[N:8]=[CH:7][C:6]([N+:12]([O-:14])=[O:13])=[C:5]2O.O=P(Cl)(Cl)[Cl:18]>>[Cl:18][C:5]1[C:4]2[C:9](=[CH:10][CH:11]=[C:2]([Cl:1])[CH:3]=2)[N:8]=[CH:7][C:6]=1[N+:12]([O-:14])=[O:13]. Procedure: 6-Chloro-3-nitroquinolin-4-ol (Compound of step 2, 5 g, 22.42 mmol) in POCl3 (150 mL, 493 mmol) was stirred for 45 min at 120° C. The mixture was cooled to RT and poured slowly into ice-water. The precipitate was filtered, washed with ice-cold water, and dissolved in CH2Cl2. The organic phase was washed with cold brine and dried over Na2SO4. The organic solvent was evaporated to dryness to obtain the title compound. Starting materials: Cl.NCC(=O)C1=CC=C(C=C1)Br (2-amino-4′-bromoacetophenone hydrochloride), C(CCCC)OC1=CC=C(C(=O)O)C=C1 (4-pentyloxybenzoic acid), ON1N=NC2=C1C=CC=C2 (1-hydroxybenzotriazole), C(C)N=C=NCCCN(C)C (1-ethyl-3-(3′-dimethylaminopropyl)carbodiimide). The solvent is ClCCl (dichloromethane), ClCCl (dichloromethane). Conditions: time 3 hour. Product: C(CCCC)OC1=CC=C(C(=O)NCC(=O)C2=CC=C(C=C2)Br)C=C1 (2-(4-pentyloxybenzamido)-4′-bromoacetophenone). The yield is 18.9%. As a reaction SMILES: Cl.[NH2:2][CH2:3][C:4]([C:6]1[CH:11]=[CH:10][C:9]([Br:12])=[CH:8][CH:7]=1)=[O:5].[CH2:13]([O:18][C:19]1[CH:27]=[CH:26][C:22]([C:23](O)=[O:24])=[CH:21][CH:20]=1)[CH2:14][CH2:15][CH2:16][CH3:17].ON1C2C=CC=CC=2N=N1.C(N=C=NCCCN(C)C)C>ClCCl>[CH2:13]([O:18][C:19]1[CH:20]=[CH:21][C:22]([C:23]([NH:2][CH2:3][C:4]([C:6]2[CH:11]=[CH:10][C:9]([Br:12])=[CH:8][CH:7]=2)=[O:5])=[O:24])=[CH:26][CH:27]=1)[CH2:14][CH2:15][CH2:16][CH3:17] |f:0.1|. Procedure details: To a solution of 2-amino-4′-bromoacetophenone hydrochloride (8.2 g), 4-pentyloxybenzoic acid (6.8 g) and 1-hydroxybenzotriazole (4.42 g) in dichloromethane (80 ml) was added 1-ethyl-3-(3′-dimethylaminopropyl)carbodiimide (WSCD) (6.0 ml), and stirred for 3 hours at ambient temperature. The reaction mixture was diluted with dichloromethane (800 ml), and washed with 1N hydrochloric acid, saturated sodium hydrogen carbonate aqueous solution and brine. The organic layer was dried over magnesium sulfa... Starting materials: OC1=C(C(=CC(=C1CC=C(C)C)OCOC)OCOC)C(C)=O (2'-hydroxy-4',6'-bis(methoxymethoxy)-3'-(3-methyl-2-butenyl)acetophenone), C(C)O (ethanol). The product is COC=1C=C(C=O)C=CC1OCOC (3-methoxy-4-methoxymethoxybenzaldehyde). RXN SMILES: O[C:2]1[C:7](CC=C(C)C)=[C:6]([O:13][CH2:14][O:15][CH3:16])[CH:5]=[C:4](OCOC)[C:3]=1[C:21](=[O:23])C.[CH2:24]([OH:26])C>>[CH3:24][O:26][C:7]1[CH:2]=[C:3]([CH:4]=[CH:5][C:6]=1[O:13][CH2:14][O:15][CH3:16])[CH:21]=[O:23]. Procedure: In 95.0 ml of ethanol were dissolved 14.8 g of the 2'-hydroxy-4',6'-bis(methoxymethoxy)-3'-(3-methyl-2-butenyl)acetophenone obtained in Production Example 1 and 9.0 g of the 3-methoxy-4-methoxymethoxybenzaldehyde obtained in Production Example 17, the solution was cooled to 0° C., and 138.0 ml of a saturated solution of potassium hydroxide in ethanol was added to the solution. The temperature was elevated to room temperature and the reaction liquid was stirred for 15 hours. The reaction liquid w... As a reaction SMILES: [F:1][C:2]([F:34])([F:33])[C:3]1[CH:28]=[C:27]([C:29]([F:32])([F:31])[F:30])[CH:26]=[CH:25][C:4]=1[CH2:5][N:6]1[C:14]2[C:9](=[CH:10][C:11]([CH:15]=[C:16]3[S:20][C:19](SCC)=[N:18][C:17]3=[O:24])=[CH:12][CH:13]=2)[CH:8]=[N:7]1.[CH3:35][NH:36][C:37]([C@H:39]1[CH2:44][NH:43][CH2:42][CH2:41][NH:40]1)=[O:38]>>[F:34][C:2]([F:1])([F:33])[C:3]1[CH:28]=[C:27]([C:29]([F:30])([F:32])[F:31])[CH:26]=[CH:25][C:4]=1[CH2:5][N:6]1[C:14]2[C:9](=[CH:10][C:11]([CH:15]=[C:16]3[S:20][C:19]([N:43]4[CH2:42][CH2:41][NH:40][C@@H:39]([C:37]([NH:36][CH3:35])=[O:38])[CH2:44]4)=[N:18][C:17]3=[O:24])=[CH:12][CH:13]=2)[CH:8]=[N:7]1. Reactants: FC(C1=C(CN2N=CC3=CC(=CC=C23)C=C2C(N=C(S2)SCC)=O)C=CC(=C1)C(F)(F)F)(F)F (5-[1-(2,4-Bis-trifluoromethyl-benzyl)-1H-indazol-5-ylmethylene]-2-ethylsulfanyl-thiazol-4-one), CNC(=O)[C@@H]1NCCNC1 ((2R)-piperazine-2-carboxylic acid methylamide). Procedure details: (2R)-4-[5-({1-[2,4-Bis(trifluoromethyl)benzyl]-1H-indazol-5-yl}methylidene)-4-oxo-4,5-dihydro-1,3-thiazol-2-yl]-N-methylpiperazine-2-carboxamide was prepared from 5-[1-(2,4-Bis-trifluoromethyl-benzyl)-1H-indazol-5-ylmethylene]-2-ethylsulfanyl-thiazol-4-one and (2R)-piperazine-2-carboxylic acid methylamide following General Procedure C. Yields the product FC(C1=C(CN2N=CC3=CC(=CC=C23)C=C2C(N=C(S2)N2C[C@@H](NCC2)C(=O)NC)=O)C=CC(=C1)C(F)(F)F)(F)F ((2R)-4-[5-({1-[2,4-Bis(trifluoromethyl)benzyl]-1H-indazol-5-yl}methylidene)-4-oxo-4,5-dihydro-1,3-thiazol-2-yl]-N-methylpiperazine-2-carboxamide).